The task is: describe an organic reaction: reactants, conditions, products, and yield. This data is from the Open Reaction Database (ORD), a public repository of structured organic reaction records. Starting materials: N (ammonia), ClCCCC1=NC(=NC(=N1)C(Cl)(Cl)Cl)C(Cl)(Cl)Cl (2-(3-chloropropyl)-4,6-bis-(trichloromethyl)-1,3,5-triazine), O (water). Solvent: O1CCCC1 (tetrahydrofuran). Product: NC1=NC(=NC(=N1)CCCCl)C(Cl)(Cl)Cl (2-amino-4-(3-chloropropyl)-6-trichloromethyl-1,3,5-triazine). RXN SMILES: [Cl:1][CH2:2][CH2:3][CH2:4][C:5]1[N:10]=[C:9]([C:11]([Cl:14])([Cl:13])[Cl:12])[N:8]=[C:7](C(Cl)(Cl)Cl)[N:6]=1.[NH3:19].O>O1CCCC1>[NH2:19][C:7]1[N:6]=[C:5]([CH2:4][CH2:3][CH2:2][Cl:1])[N:10]=[C:9]([C:11]([Cl:12])([Cl:13])[Cl:14])[N:8]=1. Reported procedure: 102.3 g of 2-(3-chloropropyl)-4,6-bis-(trichloromethyl)-1,3,5-triazine are dissolved in 100 ml of tetrahydrofuran, and to this solution are added, whilst it is being stirred at room temperature, 400 ml of concentrated aqueous ammonia solution. After 30 minutes are added 500 ml of water, and the reaction mixture is extracted twice with 100 ml of ether each time. The ether phases are dried over magnesium sulfate, filtered, and concentrated by evaporation to yield 68.3 g of the title product as lig... Starting materials: CC(=O)O[BH-](OC(C)=O)OC(C)=O, O=C1CCC2(CC1)OCCO2, ClCCl, NCc1ccccc1, [Na+], [Na+], [OH-]. Yields the product c1ccc(CNC2CCC3(CC2)OCCO3)cc1. RXN SMILES: [C:12]([O:13][BH-:14]([O:15][C:16](=[O:17])[CH3:18])[O:19][C:20](=[O:21])[CH3:22])(=[O:23])[CH3:24].[CH2:1]1[CH2:2][O:3][C:4]2([CH2:5][CH2:6][C:7](=[O:10])[CH2:8][CH2:9]2)[O:11]1.[CH2:36]([Cl:37])[Cl:38].[NH2:26][CH2:27][c:28]1[cH:29][cH:30][cH:31][cH:32][cH:33]1.[Na+:25].[Na+:35].[OH-:34]>>[CH2:1]1[CH2:2][O:3][C:4]2([CH2:5][CH2:6][CH:7]([NH:26][CH2:27][c:28]3[cH:29][cH:30][cH:31][cH:32][cH:33]3)[CH2:8][CH2:9]2)[O:11]1. Reactants: C1CCOC1, COCC(=O)Cl, CCCC1=NNC(=O)C1=C1C=C(Sc2ccc(N)cc2)c2ccccc2N1. Yields the product CCCC1=NNC(=O)C1=C1C=C(Sc2ccc(NC(=O)COC)cc2)c2ccccc2N1. Reaction SMILES: [CH2:34]1[O:35][CH2:36][CH2:37][CH2:38]1.[CH3:28][O:29][CH2:30][C:31](=[O:32])[Cl:33].[NH2:1][c:2]1[cH:3][cH:4][c:5]([S:8][C:9]2=[CH:10][C:11](=[C:19]3[C:20]([CH2:25][CH2:26][CH3:27])=[N:21][NH:22][C:23]3=[O:24])[NH:12][c:13]3[cH:14][cH:15][cH:16][cH:17][c:18]32)[cH:6][cH:7]1>>[NH:1]([c:2]1[cH:3][cH:4][c:5]([S:8][C:9]2=[CH:10][C:11](=[C:19]3[C:20]([CH2:25][CH2:26][CH3:27])=[N:21][NH:22][C:23]3=[O:24])[NH:12][c:13]3[cH:14][cH:15][cH:16][cH:17][c:18]32)[cH:6][cH:7]1)[C:31]([CH2:30][O:29][CH3:28])=[O:32]. Starting materials: COC=1C=C(CC2NCCC3=CC(=C(C=C23)OC)OC)C=CC1OC (1-(3,4-Dimethoxy-benzyl)-6,7-dimethoxy-1,2,3,4-tetrahydroisoquinoline), BrCC(=O)Br (2-bromoacetyl bromide), CC1=C(CN)C=CC=C1 (2-methylbenzylamine). The product is COC=1C=C(CC2N(CCC3=CC(=C(C=C23)OC)OC)CC(=O)NCC2=C(C=CC=C2)C)C=CC1OC (2-[1-(3,4-Dimethoxy-benzyl)-6,7-dimethoxy-3,4-dihydro-1H-isoquinolin-2-yl]-N-(2-methyl-benzyl)-acetamide). As a reaction SMILES: [CH3:1][O:2][C:3]1[CH:4]=[C:5]([CH:21]=[CH:22][C:23]=1[O:24][CH3:25])[CH2:6][CH:7]1[C:16]2[C:11](=[CH:12][C:13]([O:19][CH3:20])=[C:14]([O:17][CH3:18])[CH:15]=2)[CH2:10][CH2:9][NH:8]1.Br[CH2:27][C:28](Br)=[O:29].[CH3:31][C:32]1[CH:39]=[CH:38][CH:37]=[CH:36][C:33]=1[CH2:34][NH2:35]>>[CH3:1][O:2][C:3]1[CH:4]=[C:5]([CH:21]=[CH:22][C:23]=1[O:24][CH3:25])[CH2:6][CH:7]1[C:16]2[C:11](=[CH:12][C:13]([O:19][CH3:20])=[C:14]([O:17][CH3:18])[CH:15]=2)[CH2:10][CH2:9][N:8]1[CH2:27][C:28]([NH:35][CH2:34][C:33]1[CH:36]=[CH:37][CH:38]=[CH:39][C:32]=1[CH3:31])=[O:29]. Procedure: prepared by reaction of 1-(3,4-Dimethoxy-benzyl)-6,7-dimethoxy-1,2,3,4-tetrahydroisoquinoline and 2-bromoacetyl bromide with 2-methylbenzylamine